This data is from the Open Reaction Database (ORD), a public repository of structured organic reaction records. The task is: describe an organic reaction: reactants, conditions, products, and yield Starting materials: C(C1=CC=CC=C1)NC([C@@H](CCCC)NC(=O)OC(C)(C)C)=O (N-benzyl 2(R)-tert-butoxycarbonylaminohexanamide), Cl (HCl), C(C)(=O)OCC (Ethyl acetate). The solvent is C1CCOC1 (THF). The product is C(C1=CC=CC=C1)N1C([C@@H](N(C=C1)C(=O)OC(C)(C)C)CCCC)=O (1, 2, 3, 4-Tetrahydro-4-benzyl-1-tert-butoxycarbonyl-2(S)-n-butyl-3-oxopyrazine), oil. Reaction SMILES: [CH2:1]([NH:8][C:9](=[O:23])[C@H:10]([NH:15][C:16]([O:18][C:19]([CH3:22])([CH3:21])[CH3:20])=[O:17])[CH2:11][CH2:12][CH2:13][CH3:14])[C:2]1[CH:7]=[CH:6][CH:5]=[CH:4][CH:3]=1.Cl.[C:25](OCC)(=O)[CH3:26]>C1COCC1>[CH2:1]([N:8]1[CH:26]=[CH:25][N:15]([C:16]([O:18][C:19]([CH3:22])([CH3:21])[CH3:20])=[O:17])[C@@H:10]([CH2:11][CH2:12][CH2:13][CH3:14])[C:9]1=[O:23])[C:2]1[CH:3]=[CH:4][CH:5]=[CH:6][CH:7]=1. Procedure: A solution of N-benzyl 2(R)-tert-butoxycarbonylaminohexanamide (1.0 g, 2.29 mmol) in THF (10 mL) was vigorously stirred with 6N HCl(10 mL) for 24h. Ethyl acetate was added, and the layers separated. The organic phase was washed with water, then saturated sodium chloride solution. The crude product was chromatographed on silica gel with 30% ethyl acetate in hexane. The title compound was obtained as an oil (0.140 g). NMR (CDCl3, 300 MHz) δ 7.3 (5H, m), 6.31, 6.14 (1H, 2 ds, J=7, 7 Hz), 5.55, 5.42... Procedure: The product from step (b) (38.7 g) was dissolved in 600 ml of 2,6-lutidine and 120 ml of 1.0M HCl in diethyl ether was then added. The reaction mixture was refluxed overnite, using a Dean Stark trap, then concentrated in vacuo. The residue was taken up in 5% NaHCO3 whereupon solidification took place. The solids were filtered and washed with ether to afford the desired product as a light brown solid (25.7 g), mp 170°-171° C. 1H NMR consistent with the proposed structure. Run in N1=C(C=CC=C1C)C (2,6-lutidine), C(C)OCC (diethyl ether). Isolated yield 70.0%. Reaction SMILES: [NH2:1][C:2]([CH2:23][OH:24])([CH2:21][CH3:22])[CH2:3][S:4]([C:7]1[CH:20]=[CH:19][CH:18]=[CH:17][C:8]=1[C:9]([C:11]1[CH:16]=[CH:15][CH:14]=[CH:13][CH:12]=1)=O)(=[O:6])=[O:5].Cl>N1C(C)=CC=CC=1C.C(OCC)C>[CH2:21]([C:2]1([CH2:23][OH:24])[N:1]=[C:9]([C:11]2[CH:16]=[CH:15][CH:14]=[CH:13][CH:12]=2)[C:8]2[CH:17]=[CH:18][CH:19]=[CH:20][C:7]=2[S:4](=[O:6])(=[O:5])[CH2:3]1)[CH3:22]. Reactants: NC(CS(=O)(=O)C1=C(C(=O)C2=CC=CC=C2)C=CC=C1)(CC)CO ((±)-2-((2-Amino-2-(hydroxymethyl)butyl)sulfonyl)benzophenone), Cl (HCl). Yields the product C(C)C1(CS(C2=C(C(=N1)C1=CC=CC=C1)C=CC=C2)(=O)=O)CO ((±)-3-Ethyl-2,3-dihydro-5-phenyl-1,4-benzothiazepine-3-methanol 1,1-dioxide).